Dataset: the Open Reaction Database (ORD), a public repository of structured organic reaction records. Task: describe an organic reaction: reactants, conditions, products, and yield Reactants: CC(C)(C)OC(=O)NC1CCC(N)CC1, CC(=O)OC(C)=O, ClCCl. The product is CC(=O)NC1CCC(NC(=O)OC(C)(C)C)CC1. As a reaction SMILES: [C:1]([CH3:2])([CH3:3])([CH3:4])[O:5][C:6]([NH:7][CH:8]1[CH2:9][CH2:10][CH:11]([NH2:14])[CH2:12][CH2:13]1)=[O:15].[CH3:16][C:17](=[O:18])[O:19][C:20]([CH3:21])=[O:22].[Cl:23][CH2:24][Cl:25]>>[C:1]([CH3:2])([CH3:3])([CH3:4])[O:5][C:6]([NH:7][CH:8]1[CH2:9][CH2:10][CH:11]([NH:14][C:17]([CH3:16])=[O:18])[CH2:12][CH2:13]1)=[O:15]. Starting materials: C(=O)C1=C(C=C(C=C1)C1=CC=CC=C1)CNC(C1=CC=CC=C1)=O (N-(4-formylbiphenyl-3-yl-methyl)benzamide), C1(=CC=CC=C1)C (toluene), C(CO)O (ethylene glycol). Reagents/catalysts: C1(=CC=C(C=C1)S(=O)(=O)O)C (para-toluenesulfonic acid). Run in O (water). The product is O1C(OCC1)C1=CC=C(C=C1)C1=CC(=CC=C1)CNC(C1=CC=CC=C1)=O (N-(4′-[1,3]Dioxolan-2-ylbiphenyl-3-yl-methyl) benzamide). Yield: 100.0%. As a reaction SMILES: C([C:3]1[CH:8]=[CH:7][C:6](C2C=CC=CC=2)=[CH:5][C:4]=1[CH2:15][NH:16][C:17](=[O:24])[C:18]1[CH:23]=[CH:22][CH:21]=[CH:20][CH:19]=1)=O.[C:25]1([CH3:31])[CH:30]=[CH:29][CH:28]=[CH:27][CH:26]=1.[CH2:32]([OH:35])[CH2:33][OH:34]>C1(C)C=CC(S(O)(=O)=O)=CC=1.O>[O:34]1[CH2:33][CH2:32][O:35][CH:31]1[C:25]1[CH:30]=[CH:29][C:28]([C:6]2[CH:7]=[CH:8][CH:3]=[C:4]([CH2:15][NH:16][C:17](=[O:24])[C:18]3[CH:23]=[CH:22][CH:21]=[CH:20][CH:19]=3)[CH:5]=2)=[CH:27][CH:26]=1. Procedure: 3.2 g (10 mmol) of N-(4-formylbiphenyl-3-yl-methyl)benzamide, 50 ml of toluene, 2.8 ml (50 mmol) of ethylene glycol and 38 mg (0.2 mmol) of para-toluenesulfonic acid are introduced into a three-necked flask under a stream of nitrogen. The reaction medium is refluxed for 3 hours and the water formed is separated off using Dean-stark apparatus. The reaction medium is extracted with dichloromethane and washed with water, and the organic phase is separated out after settling of the phases has taken ... Starting materials: C(#N)CCCCCCC=O (7-cyanoheptanal), C1(=CC=CC=C1)P(C1=CC=CC=C1)(C1=CC=CC=C1)=CC(=O)OCC (ethyl triphenylphosphoranylidene-acetate). Solvent: C1=CC=CC=C1 (benzene). Run at time 8 hour. Yields the product C(C)OC(C=CCCCCCCC#N)=O (9-cyano-2-nonenoic acid ethyl ester). Reaction SMILES: [C:1]([CH2:3][CH2:4][CH2:5][CH2:6][CH2:7][CH2:8][CH:9]=O)#[N:2].C1(P(=[CH:30][C:31]([O:33][CH2:34][CH3:35])=[O:32])(C2C=CC=CC=2)C2C=CC=CC=2)C=CC=CC=1>C1C=CC=CC=1>[CH2:34]([O:33][C:31](=[O:32])[CH:30]=[CH:9][CH2:8][CH2:7][CH2:6][CH2:5][CH2:4][CH2:3][C:1]#[N:2])[CH3:35]. Procedure: The starting material is prepared as follows: The mixture of 14 g of 7-cyanoheptanal, 38 g of ethyl triphenylphosphoranylidene-acetate and 100 ml of benzene is refluxed for 15 hours and evaporated. The residue is triturated with diethyl ether, filtered and the filtrate evaporated. The residue is allowed to stand overnight in the refrigerator, triturated with the minimum amount of diethyl ether, the suspension filtered, the filtrate evaporated, the residue distilled and the fraction boiling at 13... The reactants are [O-]Cl, [NH4+], [Na+], [Na+], [OH-], [OH-], O, Sc1nc(-c2ccccc2Cl)ns1. Product: NSc1nc(-c2ccccc2Cl)ns1. Reaction SMILES: [Cl:14][O-:15].[NH4+:17].[Na+:16].[Na+:20].[OH-:18].[OH-:19].[OH2:21].[SH:1][c:2]1[n:3][c:4](-[c:7]2[c:8]([Cl:13])[cH:9][cH:10][cH:11][cH:12]2)[n:5][s:6]1>>[S:1]([c:2]1[n:3][c:4](-[c:7]2[c:8]([Cl:13])[cH:9][cH:10][cH:11][cH:12]2)[n:5][s:6]1)[NH2:17]. Reactants: CCCCN(CCCC)S(=O)(=O)N(C(=O)[O-])c1c(C(C)C)cccc1C(C)C, [H-], [Na+], C1CCOC1. The product is CCCCN(CCCC)S(=O)(=O)N(C(=O)[O-])c1c(C(C)C)cccc1C(C)C, [Na+]. As a reaction SMILES: [CH3:1][CH:2]([CH3:3])[c:4]1[c:5]([N:13]([C:14]([O-:15])=[O:16])[S:17](=[O:18])(=[O:19])[N:20]([CH2:21][CH2:22][CH2:23][CH3:24])[CH2:25][CH2:26][CH2:27][CH3:28])[c:6]([CH:10]([CH3:11])[CH3:12])[cH:7][cH:8][cH:9]1.[H-:29].[Na+:30].[O:31]1[CH2:32][CH2:33][CH2:34][CH2:35]1>>[CH3:1][CH:2]([CH3:3])[c:4]1[c:5]([N:13]([C:14](=[O:15])[O-:16])[S:17](=[O:18])(=[O:19])[N:20]([CH2:21][CH2:22][CH2:23][CH3:24])[CH2:25][CH2:26][CH2:27][CH3:28])[c:6]([CH:10]([CH3:11])[CH3:12])[cH:7][cH:8][cH:9]1.[Na+:30].